Dataset: the Open Reaction Database (ORD), a public repository of structured organic reaction records. Task: describe an organic reaction: reactants, conditions, products, and yield Reactants: C(C)OC(=O)C=1NC2=CC=C(C=C2C1)Br (5-bromoindole-2-carboxylic acid ethyl ester), C(C)(C)OC1=CC=C(C=C1)B(O)O (4-isopropoxyphenylboronic acid). Product: C(C)OC(=O)C=1N(C2=CC=C(C=C2C1)Br)C1=CC=C(C=C1)OC(C)C (5-Bromo-1-(4-isopropoxyphenyl)indole-2-carboxylic acid ethyl ester). As a reaction SMILES: [CH2:1]([O:3][C:4]([C:6]1[NH:7][C:8]2[C:13]([CH:14]=1)=[CH:12][C:11]([Br:15])=[CH:10][CH:9]=2)=[O:5])[CH3:2].[CH:16]([O:19][C:20]1[CH:25]=[CH:24][C:23](B(O)O)=[CH:22][CH:21]=1)([CH3:18])[CH3:17]>>[CH2:1]([O:3][C:4]([C:6]1[N:7]([C:23]2[CH:24]=[CH:25][C:20]([O:19][CH:16]([CH3:18])[CH3:17])=[CH:21][CH:22]=2)[C:8]2[C:13]([CH:14]=1)=[CH:12][C:11]([Br:15])=[CH:10][CH:9]=2)=[O:5])[CH3:2]. Procedure details: The sub-title compound was prepared in accordance with Example 8(c) from 5-bromoindole-2-carboxylic acid ethyl ester and 4-isopropoxyphenylboronic acid. Reactants: BrC1=CN=C2N1C=C(C=C2)NC2CC(CCC2)O ((1RS,3RS)-3-(3-Bromo-imidazo[1,2-a]pyridin-6-ylamino)-cyclohexanol), BrC1=CN=C2N1C=C(C=C2)NC2CC(CCC2)O ((1RS,3RS)-3-(3-Bromo-imidazo[1,2-a]pyridin-6-ylamino)-cyclohexanol), N1(N=CC=C1)C=1C=C(C=CC1)B(O)O (3-(1H-pyrazol-1-yl)-phenylboronic acid). Product: N1(N=CC=C1)C=1C=C(C=CC1)C1=CN=C2N1C=C(C=C2)NC2CC(CCC2)O ((1RS,3RS)-3-[3-(3-Pyrazol-1-yl-phenyl)-imidazo[1,2-a]pyridin-6-ylamino]-cyclohexanol). Reaction SMILES: Br[C:2]1[N:6]2[CH:7]=[C:8]([NH:11][CH:12]3[CH2:17][CH2:16][CH2:15][CH:14]([OH:18])[CH2:13]3)[CH:9]=[CH:10][C:5]2=[N:4][CH:3]=1.[N:19]1([C:24]2[CH:25]=[C:26](B(O)O)[CH:27]=[CH:28][CH:29]=2)[CH:23]=[CH:22][CH:21]=[N:20]1>>[N:19]1([C:24]2[CH:25]=[C:26]([C:2]3[N:6]4[CH:7]=[C:8]([NH:11][CH:12]5[CH2:17][CH2:16][CH2:15][CH:14]([OH:18])[CH2:13]5)[CH:9]=[CH:10][C:5]4=[N:4][CH:3]=3)[CH:27]=[CH:28][CH:29]=2)[CH:23]=[CH:22][CH:21]=[N:20]1. Procedure details: This compound is prepared from (1RS,3RS)-3-(3-Bromo-imidazo[1,2-a]pyridin-6-ylamino)-cyclohexanol (Intermediate J [step 1]) and 3-(1H-pyrazol-1-yl)-phenylboronic acid analogously to Example 2.1 (step 2) As a reaction SMILES: [CH3:32][NH2:33].[CH3:42][OH:43].[Cl:39][CH2:40][Cl:41].[F:1][C:2]([c:3]1[cH:4][cH:5][c:6](-[c:9]2[cH:10][cH:11][c:12]([N:15]3[CH2:16][CH2:17][N:18]([C:21](=[O:22])[O:23][CH2:24][C:25]([O:27][CH2:26][CH3:28])=[O:29])[CH2:19][CH2:20]3)[n:13][cH:14]2)[cH:7][cH:8]1)([F:30])[F:31].[O:34]1[CH2:35][CH2:36][CH2:37][CH2:38]1>>[F:1][C:2]([c:3]1[cH:4][cH:5][c:6](-[c:9]2[cH:10][cH:11][c:12]([N:15]3[CH2:16][CH2:17][N:18]([C:21](=[O:22])[O:23][CH2:24][C:25](=[O:27])[NH:33][CH3:32])[CH2:19][CH2:20]3)[n:13][cH:14]2)[cH:7][cH:8]1)([F:30])[F:31]. Reactants: CN, CO, ClCCl, CCOC(=O)COC(=O)N1CCN(c2ccc(-c3ccc(C(F)(F)F)cc3)cn2)CC1, C1CCOC1. Product: CNC(=O)COC(=O)N1CCN(c2ccc(-c3ccc(C(F)(F)F)cc3)cn2)CC1. The reactants are BrC1=CC=C(C=C1)C1(C(C2=C(C(=C(C=C2C1)OC)Cl)Cl)=O)C (2-(4-Bromophenyl)-2-methyl-5-methoxy-6,7-dichloro-1-indanone), cuprous cyanide, CN(C=O)C (dimethylformamide), [C-]#N.[Na+] (sodium cyanide). Solvent: C(Cl)(Cl)Cl (chloroform). The product is C(#N)C1=CC=C(C=C1)C1(C(C2=C(C(=C(C=C2C1)OC)Cl)Cl)=O)C (2-(4-Cyanophenyl)-2-methyl-5-methoxy-6,7-dichloro-1-indanone). As a reaction SMILES: Br[C:2]1[CH:7]=[CH:6][C:5]([C:8]2([CH3:22])[CH2:16][C:15]3[C:10](=[C:11]([Cl:20])[C:12]([Cl:19])=[C:13]([O:17][CH3:18])[CH:14]=3)[C:9]2=[O:21])=[CH:4][CH:3]=1.[CH3:23][N:24](C)C=O.[C-]#N.[Na+]>C(Cl)(Cl)Cl>[C:23]([C:2]1[CH:7]=[CH:6][C:5]([C:8]2([CH3:22])[CH2:16][C:15]3[C:10](=[C:11]([Cl:20])[C:12]([Cl:19])=[C:13]([O:17][CH3:18])[CH:14]=3)[C:9]2=[O:21])=[CH:4][CH:3]=1)#[N:24] |f:2.3|. Procedure: 2-(4-Bromophenyl)-2-methyl-5-methoxy-6,7-dichloro-1-indanone (8.00 g., 0.02 mole), cuprous cyanide (3.94 g., 0.04 mole) and dimethylformamide (100 ml.) are heated at reflux for 8 hours, added to warm sodium cyanide solution (3 g. in 400 ml. water), extracted with benzene, the benzene solution dried over anhydrous magnesium sulfate, then concentrated in vacuo to give an oily residue. Chromatographing with chloroform on silica gel gives 1.13 g. of 2-(4-cyanophenyl)-2-methyl-5-methoxy-6,7-dichloro-...